Dataset: the Open Reaction Database (ORD), a public repository of structured organic reaction records. Task: describe an organic reaction: reactants, conditions, products, and yield Starting materials: CCOC(=O)CCCCCCBr, O=C([O-])[O-], CN(C)C=O, Oc1c(I)cc(I)cc1I, [K+], [K+], O. Yields the product CCOC(=O)CCCCCCOc1c(I)cc(I)cc1I. As a reaction SMILES: [Br:6][CH2:7][CH2:8][CH2:9][CH2:10][CH2:11][CH2:12][C:13](=[O:14])[O:15][CH2:16][CH3:17].[C:28](=[O:29])([O-:30])[O-:31].[CH3:1][N:2]([CH3:3])[CH:4]=[O:5].[I:18][c:19]1[c:20]([OH:27])[c:21]([I:26])[cH:22][c:23]([I:25])[cH:24]1.[K+:32].[K+:33].[OH2:34]>>[CH2:7]([CH2:8][CH2:9][CH2:10][CH2:11][CH2:12][C:13](=[O:14])[O:15][CH2:16][CH3:17])[O:27][c:20]1[c:19]([I:18])[cH:24][c:23]([I:25])[cH:22][c:21]1[I:26].